Task: describe an organic reaction: reactants, conditions, products, and yield. Dataset: the Open Reaction Database (ORD), a public repository of structured organic reaction records Reaction conditions: time 16 hour. The reactants are N1[C@H](C(=O)OC(C)(C)C)CCC1 (tert-butyl L-prolinate), F[C@H]1[C@@H](CCCC1)OC=1N=C(C2=C(N1)OC(=N2)C2=CC(=C(OCC(=O)O)C(=C2)C)C)OCCC ({4-[5-(trans-2-fluorocyclohexyloxy)-7-propoxyoxazolo[5,4-d]pyrimidin-2-yl]-2,6-dimethylphenoxy}acetic acid), Cl.C(C)N=C=NCCCN(C)C (1-ethyl-3-(3-dimethylaminopropyl)carbodiimide hydrochloride), ON1N=NC2=C1N=CC=C2 (1-hydroxy-7-azabenzotriazole), C(C)(C)N(C(C)C)CC (N,N-diisopropylethylamine), Cl (hydrochloric acid). The product is F[C@H]1[C@@H](CCCC1)OC=1N=C(C2=C(N1)OC(=N2)C2=CC(=C(OCC(=O)N1[C@@H](CCC1)C(=O)OC(C)(C)C)C(=C2)C)C)OCCC (tert-Butyl(S)-1-(2-{4-[5-(trans-2-fluorocyclohexyloxy)-7-propoxyoxazolo[5,4-d]pyrimidin-2-yl]-2,6-dimethylphenoxy}acetyl)pyrrolidine-2-carboxylate). RXN SMILES: [F:1][C@@H:2]1[CH2:7][CH2:6][CH2:5][CH2:4][C@H:3]1[O:8][C:9]1[N:10]=[C:11]([O:31][CH2:32][CH2:33][CH3:34])[C:12]2[N:17]=[C:16]([C:18]3[CH:28]=[C:27]([CH3:29])[C:21]([O:22][CH2:23][C:24](O)=[O:25])=[C:20]([CH3:30])[CH:19]=3)[O:15][C:13]=2[N:14]=1.Cl.C(N=C=NCCCN(C)C)C.ON1C2N=CC=CC=2N=N1.C(N(CC)C(C)C)(C)C.[NH:66]1[CH2:77][CH2:76][CH2:75][C@H:67]1[C:68]([O:70][C:71]([CH3:74])([CH3:73])[CH3:72])=[O:69].Cl>O.CN(C)C=O>[F:1][C@@H:2]1[CH2:7][CH2:6][CH2:5][CH2:4][C@H:3]1[O:8][C:9]1[N:10]=[C:11]([O:31][CH2:32][CH2:33][CH3:34])[C:12]2[N:17]=[C:16]([C:18]3[CH:19]=[C:20]([CH3:30])[C:21]([O:22][CH2:23][C:24]([N:66]4[CH2:77][CH2:76][CH2:75][C@H:67]4[C:68]([O:70][C:71]([CH3:73])([CH3:74])[CH3:72])=[O:69])=[O:25])=[C:27]([CH3:29])[CH:28]=3)[O:15][C:13]=2[N:14]=1 |f:1.2|. Run in CN(C=O)C (N,N-dimethylformamide), O (water). Procedure details: 82 mg of {4-[5-(trans-2-fluorocyclohexyloxy)-7-propoxyoxazolo[5,4-d]pyrimidin-2-yl]-2,6-dimethylphenoxy}acetic acid were added to 1.5 ml of N,N-dimethylformamide, and 48 mg of 1-ethyl-3-(3-dimethylaminopropyl)carbodiimide hydrochloride, 10 mg of 1-hydroxy-7-azabenzotriazole and 195 μl of N,N-diisopropylethylamine were added, and after 5 min 24 mg of tert-butyl L-prolinate were added. After 16 h at room temperature, 10 ml of water were added, after which the mixture was adjusted to pH 3 by additi... Reported procedure: To a solution of 0.315 g (0.66 mmol) of 5-methyl-6-(4-pyrrolidin-1-yl-piperidine-1-carbonyl)-3-(3-trifluoromethyl-phenyl)-pyridine-2-carboxylic acid methyl ester (example 45) in 10 ml of THF/MeOH 1:1 were added 1.32 ml of lithium hydroxide (1 molar in H2O) and the reaction mixture was stirred at RT for 28 hours. Then, the solvents were evaporated and the residue was dissolved in H2O/CH2Cl2, neutralized with the help of hydrochloric acid and solid NaHCO3 and then extracted four times with CH2Cl2/... Isolated yield 61.7%. Reactants: COC(=O)C1=NC(=C(C=C1C1=CC(=CC=C1)C(F)(F)F)C)C(=O)N1CCC(CC1)N1CCCC1 (5-Methyl-6-(4-pyrrolidin-1-yl-piperidine-1-carbonyl)-3-(3-trifluoromethyl-phenyl)-pyridine-2-carboxylic acid methyl ester), [OH-].[Li+] (lithium hydroxide). Reaction SMILES: C[O:2][C:3]([C:5]1[C:10]([C:11]2[CH:16]=[CH:15][CH:14]=[C:13]([C:17]([F:20])([F:19])[F:18])[CH:12]=2)=[CH:9][C:8]([CH3:21])=[C:7]([C:22]([N:24]2[CH2:29][CH2:28][CH:27]([N:30]3[CH2:34][CH2:33][CH2:32][CH2:31]3)[CH2:26][CH2:25]2)=[O:23])[N:6]=1)=[O:4].[OH-].[Li+]>C1COCC1.CO>[CH3:21][C:8]1[CH:9]=[C:10]([C:11]2[CH:16]=[CH:15][CH:14]=[C:13]([C:17]([F:19])([F:18])[F:20])[CH:12]=2)[C:5]([C:3]([OH:4])=[O:2])=[N:6][C:7]=1[C:22]([N:24]1[CH2:25][CH2:26][CH:27]([N:30]2[CH2:31][CH2:32][CH2:33][CH2:34]2)[CH2:28][CH2:29]1)=[O:23] |f:1.2,3.4|. Yields the product CC=1C=C(C(=NC1C(=O)N1CCC(CC1)N1CCCC1)C(=O)O)C1=CC(=CC=C1)C(F)(F)F (5-Methyl-6-(4-pyrrolidin-1-yl-piperidine-1-carbonyl)-3-(3-trifluoromethyl-phenyl)-pyridine-2-carboxylic acid). Run at time 28 hour. The solvent is C1CCOC1.CO (THF MeOH). The reactants are ( ε4000 ), N(C1=CC=CC=C1)C1=CC=C(C=2C(C3=CC=CC=C3C(C12)=O)=O)OS(=O)(=O)C1=CC=C(C)C=C1 (1-(anilino)-4-tosyloxyanthraquinone), C(CCC)N (n-butylamine), Xylenes. Product: N(C1=CC=CC=C1)C1=CC=C(C=2C(C3=CC=CC=C3C(C12)=O)=O)NCCCC (1-(anilino)-4-(n-butylamino)-anthraquinone). The yield is 90.0%. Reaction SMILES: [NH:1]([C:8]1[C:21]2[C:20](=[O:22])[C:19]3[C:14](=[CH:15][CH:16]=[CH:17][CH:18]=3)[C:13](=[O:23])[C:12]=2[C:11](OS(C2C=CC(C)=CC=2)(=O)=O)=[CH:10][CH:9]=1)[C:2]1[CH:7]=[CH:6][CH:5]=[CH:4][CH:3]=1.[CH2:35]([NH2:39])[CH2:36][CH2:37][CH3:38]>>[NH:1]([C:8]1[C:21]2[C:20](=[O:22])[C:19]3[C:14](=[CH:15][CH:16]=[CH:17][CH:18]=3)[C:13](=[O:23])[C:12]=2[C:11]([NH:39][CH2:35][CH2:36][CH2:37][CH3:38])=[CH:10][CH:9]=1)[C:2]1[CH:3]=[CH:4][CH:5]=[CH:6][CH:7]=1. Procedure details: 1-(anilino)-4-(n-butylamino)-anthraquinone was prepared by reaction of 1-(anilino)-4-tosyloxyanthraquinone with n-butylamine. The isolated and purified reaction product has the structure illustrated below. ##STR14## The yield was 90% and m.p. 118°-120° C. Mass spectrum, m/e 370 (M+), 327 (M-C3H7), 299 (327-CO); 1H-NMR (CD2Cl2)δ12.17 (br s, 1H), 10.78 (br s, 1H), 8.37-8.27 (m, 2H), 7.76-7.39 (m, 4H), 7.33-7.10 (m, 5H), 3.65-3.05 (m, 2H), 1.72-1.38 (m, 4H), 1.07-0.92 (t, 3H): UV/VIS max (Xylenes) ... Starting materials: N (ammonia), [C@H]12CCCC[C@@H]2C(OC1)=O ((1R,6S)-(+)-8-oxabicylo[4.3.0]nonan-7-one), ClCCl.CO (dichloromethane methanol). Solvent: C(C)O (ethanol). The product is OC[C@H]1[C@H](CCCC1)C(=O)N ((1S,2R)-2-hydroxymethyl-1-cyclohexanecarboxamide). The yield is 62.4%. As a reaction SMILES: [C@H:1]12[CH2:9][O:8][C:7](=[O:10])[C@H:6]1[CH2:5][CH2:4][CH2:3][CH2:2]2.[NH3:11].ClCCl.CO>C(O)C>[OH:8][CH2:9][C@@H:1]1[CH2:2][CH2:3][CH2:4][CH2:5][C@@H:6]1[C:7]([NH2:11])=[O:10] |f:2.3|. Reported procedure: (1R,6S)-(+)-8-oxabicylo[4.3.0]nonan-7-one (1 gram) was dissolved in 5 ml of absolute ethanol, followed by the addition of 0.5 gram of gaseous ammonia. The solution was kept in a stoppered flask, and the progress of the reaction was followed by thin layer chromatography (eluent dichloromethane/methanol 20:1). After the reaction was judged complete, the ethanol was evaporated and the resulting residue redissolved in ethyl acetate. Ammonia was removed by extraction with 1% HCl, and the ethyl acetat... The product is BrC=1C=CC(=C(C(=O)NCC(=O)NCC2CCN(CC2)CC2=CC=C(C=C2)Cl)C1)NC (4-[N-[5-bromo-2-(methylamino)benzoyl]glycyl]aminomethyl-1-(4-chlorobenzyl)piperidine). Reaction SMILES: [CH:1](OCC)(OCC)OCC.[NH2:11][C:12]1[CH:39]=[CH:38][C:37]([Br:40])=[CH:36][C:13]=1[C:14]([NH:16][CH2:17][C:18]([NH:20][CH2:21][CH:22]1[CH2:27][CH2:26][N:25]([CH2:28][C:29]2[CH:34]=[CH:33][C:32]([Cl:35])=[CH:31][CH:30]=2)[CH2:24][CH2:23]1)=[O:19])=[O:15].[BH4-].[Na+].C(O)C>ClCCl>[Br:40][C:37]1[CH:38]=[CH:39][C:12]([NH:11][CH3:1])=[C:13]([CH:36]=1)[C:14]([NH:16][CH2:17][C:18]([NH:20][CH2:21][CH:22]1[CH2:23][CH2:24][N:25]([CH2:28][C:29]2[CH:30]=[CH:31][C:32]([Cl:35])=[CH:33][CH:34]=2)[CH2:26][CH2:27]1)=[O:19])=[O:15] |f:2.3|. Run in ClCCl (dichloromethane). Conditions: temperature 150 celsius, time 17 hour. Reactants: C(OCC)(OCC)OCC (triethyl orthoformate), NC1=C(C(=O)NCC(=O)NCC2CCN(CC2)CC2=CC=C(C=C2)Cl)C=C(C=C1)Br (4-[N-(2-amino-5-bromobenzoyl)glycyl]aminomethyl-1-(4-chlorobenzyl)piperidine), [BH4-].[Na+] (Sodium borohydride), C(C)O (ethanol). Procedure details: A triethyl orthoformate (6.5 mL) solution of 4-[N-(2-amino-5-bromobenzoyl)glycyl]aminomethyl-1-(4-chlorobenzyl)piperidine (Compd. No. 1042) (50 mg, 0.10 mmol) was stirred at 150° C. for 17 hours and concentrated to thereby provide a yellow solid. Sodium borohydride (7.6 mg, 0.2 mmol) was added to an ethanol (3 mL) solution of the yellow solid, and the mixture was stirred at room temperature for 14 hours. The resulting white precipitate was dissolved in dichloromethane, and the obtained solution ... The reactants are BrC1=CC=C2C=CC3=C(C=CC4=CC=C1C2=C34)Br (1,6-dibromopyrene), C(C)(C)[Mg]Br (isopropylmagnesiumbromide), C1CCOC1 (THF), O1CCCC1 (tetrahydrofuran), (diphenylphosphino ferrocene)palladium(II)dichloride, O1CCOCC1 (dioxane), Cl (hydrochloric acid), resultant solution. Reaction conditions: temperature 90 celsius. Product: C(C)(C)C1=CC=C2C=CC3=C(C=CC4=CC=C1C2=C34)C(C)C (1,6-diisopropyl pyrene). Yield: 31.0%. As a reaction SMILES: Br[C:2]1[C:15]2[C:16]3=[C:17]4[C:12](=[CH:13][CH:14]=2)[CH:11]=[CH:10][C:9](Br)=[C:8]4[CH:7]=CC3=[CH:4][CH:3]=1.[CH:19]([Mg]Br)([CH3:21])[CH3:20].[CH2:24]1[CH2:28]O[CH2:26][CH2:25]1.Cl.O1CCOC[CH2:31]1>>[CH:25]([C:24]1[C:28]2[C:14]3=[C:13]4[C:2](=[CH:3][CH:4]=2)[CH:15]=[CH:16][C:17]([CH:8]([CH3:7])[CH3:9])=[C:12]4[CH:11]=[CH:10][C:21]3=[CH:19][CH:20]=1)([CH3:31])[CH3:26]. Procedure: Under an atmospheric argon gas flow, 1,6-dibromopyrene in an amount of 20 g (55.6 millimole), isopropylmagnesiumbromide in an amount of 117 milliliter [117 millimole, 1 mole/liter (THF: tetrahydrofuran)], (diphenylphosphino ferrocene)palladium(II)dichloride in an amount of 2.27 g (5% by mole) and dried dioxane in an amount of 130 milliliter were placed into a three-neck flask equipped with a cooling pipe and having a capacity of 500 milliliter, and the resultant solution was stirred with heating... Starting materials: COC1=CC(=NC(=C1)C=1SC=C(N1)C(F)(F)F)C=1SC=C(N1)C (4-methoxy-2-(4-methyl-thiazol-2-yl)-6-(4-trifluoromethyl-thiazol-2-yl)-pyridine), [Cl-].[NH+]1=CC=CC=C1 (pyridinium chloride). The solvent is O (H2O). Conditions: temperature 200 celsius, time 30 minute. Product: CC=1N=C(SC1)C1=NC(=CC(=C1)O)C=1SC=C(N1)C(F)(F)F (2-(4-methyl-thiazol-2-yl)-6-(4-trifluoromethyl-thiazol-2-yl)-pyridin-4-ol). Isolated yield 72.0%. As a reaction SMILES: C[O:2][C:3]1[CH:8]=[C:7]([C:9]2[S:10][CH:11]=[C:12]([C:14]([F:17])([F:16])[F:15])[N:13]=2)[N:6]=[C:5]([C:18]2[S:19][CH:20]=[C:21]([CH3:23])[N:22]=2)[CH:4]=1.[Cl-].[NH+]1C=CC=CC=1>O>[CH3:23][C:21]1[N:22]=[C:18]([C:5]2[CH:4]=[C:3]([OH:2])[CH:8]=[C:7]([C:9]3[S:10][CH:11]=[C:12]([C:14]([F:16])([F:15])[F:17])[N:13]=3)[N:6]=2)[S:19][CH:20]=1 |f:1.2|. Procedure details: A mixture of compound 22 (1.68 mmol) and pyridinium chloride (5 g/mmol) was heated at 200° C. with stirring. After 30 min, the reaction mixture was cooled down to room temperature and H2O was added. The solid was collected, washed with H2O, and dried to give compound 23 as a grey solid in 72% yield. MS (ESI, EI+): m/z=343.85 (MH+ Starting materials: COC1=CC=C(C=C1)C=1OC2=C(C1C(C1=CC=C(C=C1)OCCN1CCCCC1)=O)C=CC(=C2)OC (2-(4-methoxyphenyl)-3-[4-[2-(piperidin-1-yl)ethoxy]benzoyl]-6-methoxybenzofuran), C(C)S (ethanethiol), product, product, [Cl-].[Cl-].[Cl-].[Al+3] (aluminum trichloride). The solvent is C(CCl)Cl (ethylene chloride). Reaction conditions: time 20 minute. Product: OC1=CC=C(C=C1)C=1OC2=C(C1C(C1=CC=C(C=C1)OCCN1CCCCC1)=O)C=CC(=C2)O (2-(4-hydroxyphenyl)-3-[4-[2-(piperidin-1-yl)ethoxy]benzoyl]-6-hydroxybenzofuran). Reaction SMILES: C[O:2][C:3]1[CH:8]=[CH:7][C:6]([C:9]2[O:10][C:11]3[CH:34]=[C:33]([O:35]C)[CH:32]=[CH:31][C:12]=3[C:13]=2[C:14](=[O:30])[C:15]2[CH:20]=[CH:19][C:18]([O:21][CH2:22][CH2:23][N:24]3[CH2:29][CH2:28][CH2:27][CH2:26][CH2:25]3)=[CH:17][CH:16]=2)=[CH:5][CH:4]=1.[Cl-].[Cl-].[Cl-].[Al+3].C(S)C>C(Cl)CCl>[OH:2][C:3]1[CH:8]=[CH:7][C:6]([C:9]2[O:10][C:11]3[CH:34]=[C:33]([OH:35])[CH:32]=[CH:31][C:12]=3[C:13]=2[C:14](=[O:30])[C:15]2[CH:16]=[CH:17][C:18]([O:21][CH2:22][CH2:23][N:24]3[CH2:25][CH2:26][CH2:27][CH2:28][CH2:29]3)=[CH:19][CH:20]=2)=[CH:5][CH:4]=1 |f:1.2.3.4|. Procedure: The title product was prepared by the demethylation of 2-(4-methoxyphenyl)-3-[4-[2-(piperidin-1-yl)ethoxy]benzoyl]-6-methoxybenzofuran, the product of Example 1a, supra. In a 250 ml three-neck round bottom flask were combined ethylene chloride (50 ml) and aluminum trichloride (9.60 g, 72 mmol) and ethanethiol (6.39 g, 103 mmol) to create a pale yellow liquid. To this liquid was then added the product of Example 1a (5.00 g, 10.3 mmol) in a gradual fashion. A red oil precipitated and the mixture w...